Dataset: the Open Reaction Database (ORD), a public repository of structured organic reaction records. Task: describe an organic reaction: reactants, conditions, products, and yield The reactants are CN1C=C2C(=C(C1=O)N1CCOCC1)C(N(C2=O)CCC2=NC1=CC=CC=C1C=C2)=O (5-Methyl-7-morpholin-4-yl-2-(2-quinolin-2-yl-ethyl)-5H-pyrrolo[3,4-c]pyridine-1,3,6-trione), COC=1C=CC(=CC1)P2(=S)SP(=S)(S2)C=3C=CC(=CC3)OC (Lawesson's reagent). The solvent is C1(=CC=CC=C1)C (toluene). Run at temperature 120 celsius. The product is CN1C=C2C(=C(C1=O)N1CCOCC1)C(N(C2=S)CCC2=NC1=CC=CC=C1C=C2)=O (5-Methyl-7-morpholin-4-yl-2-(2-quinolin-2-yl-ethyl)-1,6-dioxo-5H-pyrrolo[3,4-c]pyridine-3-thione). Isolated yield 178.9%. Reaction SMILES: [CH3:1][N:2]1[C:7](=[O:8])[C:6]([N:9]2[CH2:14][CH2:13][O:12][CH2:11][CH2:10]2)=[C:5]2[C:15](=[O:31])[N:16]([CH2:19][CH2:20][C:21]3[CH:30]=[CH:29][C:28]4[C:23](=[CH:24][CH:25]=[CH:26][CH:27]=4)[N:22]=3)[C:17](=O)[C:4]2=[CH:3]1.COC1C=CC(P2(SP(C3C=CC(OC)=CC=3)(=S)S2)=[S:41])=CC=1>C1(C)C=CC=CC=1>[CH3:1][N:2]1[C:7](=[O:8])[C:6]([N:9]2[CH2:14][CH2:13][O:12][CH2:11][CH2:10]2)=[C:5]2[C:15](=[O:31])[N:16]([CH2:19][CH2:20][C:21]3[CH:30]=[CH:29][C:28]4[C:23](=[CH:24][CH:25]=[CH:26][CH:27]=4)[N:22]=3)[C:17](=[S:41])[C:4]2=[CH:3]1. Procedure details: 5-Methyl-7-morpholin-4-yl-2-(2-quinolin-2-yl-ethyl)-5H-pyrrolo[3,4-c]pyridine-1,3,6-trione (0.7 g, 1.67 mmol, see Example 1) was dissolved in toluene (20 ml), stirred and heated to 120° C. and Lawesson's reagent (0.338 g, 0.836 mmol) was added. The reaction was stirred at 120° C. for 16 h. The reaction mixture was cooled to r.t., filtered though a pad of silica gel and concentrated to afford the crude title compound (0.65 g, 77% yield), which was used in the next steps without further purificati... Reactants: CC1=C(C=CC(=C1)C(=O)C)O (4-hydroxy-3-methylacetophenone), C(=O)([O-])[O-].[K+].[K+] (K2CO3), BrCCCBr (1,3-dibromopropane). The solvent is C(C)#N (acetonitrile). Yields the product BrCCCOC1=C(C=C(C=C1)C(C)=O)C (1-[4-(3-bromopropoxy)-3-methylphenyl]ethanone). RXN SMILES: [CH3:1][C:2]1[CH:7]=[C:6]([C:8]([CH3:10])=[O:9])[CH:5]=[CH:4][C:3]=1[OH:11].C([O-])([O-])=O.[K+].[K+].[Br:18][CH2:19][CH2:20][CH2:21]Br>C(#N)C>[Br:18][CH2:19][CH2:20][CH2:21][O:11][C:3]1[CH:4]=[CH:5][C:6]([C:8](=[O:9])[CH3:10])=[CH:7][C:2]=1[CH3:1] |f:1.2.3|. Reported procedure: A mixture of 4-hydroxy-3-methylacetophenone (14.5 g, 96 mmol), K2CO3 (17.5 g, 144 mmol), and 1,3-dibromopropane (30 g, 144 mmol) in acetonitrile (400 ml) was heated at reflux for 6 hours. At the end of the reaction, the solvent was removed on a rotary evaporator, and the crude solid was extracted into dichloromethane (750 ml). The insoluble inorganics were filtered off. The dichloromethane solution was concentrated again to a crude oil (34.5 g). Purification was effected by flash chromatography ...